Dataset: the Open Reaction Database (ORD), a public repository of structured organic reaction records. Task: describe an organic reaction: reactants, conditions, products, and yield Reactants: N(=O)[O-].[Na+] (sodium nitrite), C(O)([O-])=O.[Na+] (sodium hydrogencarbonate), NN1C(=NC2=C(C1=O)C1=C(S2)CN(CC1)C(=O)OC(C)(C)C)CCCCN1CCN(CC1)C1=NC2=CC=CC=C2C=C1 (3-amino-7-tert-butoxycarbonyl-2-[4-(4-quinolin-2-ylpiperazin-1-yl)butyl]-5,6,7,8-tetrahydro-3H-pyrido[4′3′:4,5]thieno[2,3-d]pyrimidin-4-one). The solvent is O (water), C(C)(=O)O (acetic acid), O (water). Reaction conditions: time 30 minute. Yields the product C(C)(=O)N1CC2=C(C3=C(N=C(NC3=O)CCCCN3CCN(CC3)C3=NC4=CC=CC=C4C=C3)S2)CC1 (7-acetyl-2-[4-(4-quinolin-2-ylpiperazin-1-yl)butyl]-5,6,7,8-tetrahydro-3H-pyrido[4′3′:4,5]thieno-[2,3-d]pyrimidin-4-one). The yield is 99.0%. As a reaction SMILES: N[N:2]1[C:7](=[O:8])[C:6]2[C:9]3[CH2:15][CH2:14][N:13]([C:16]([O:18]C(C)(C)C)=O)[CH2:12][C:10]=3[S:11][C:5]=2[N:4]=[C:3]1[CH2:23][CH2:24][CH2:25][CH2:26][N:27]1[CH2:32][CH2:31][N:30]([C:33]2[CH:42]=[CH:41][C:40]3[C:35](=[CH:36][CH:37]=[CH:38][CH:39]=3)[N:34]=2)[CH2:29][CH2:28]1.N([O-])=O.[Na+].[C:47](=O)([O-])O.[Na+]>C(O)(=O)C.O>[C:16]([N:13]1[CH2:14][CH2:15][C:9]2[C:6]3[C:7](=[O:8])[NH:2][C:3]([CH2:23][CH2:24][CH2:25][CH2:26][N:27]4[CH2:28][CH2:29][N:30]([C:33]5[CH:42]=[CH:41][C:40]6[C:35](=[CH:36][CH:37]=[CH:38][CH:39]=6)[N:34]=5)[CH2:31][CH2:32]4)=[N:4][C:5]=3[S:11][C:10]=2[CH2:12]1)(=[O:18])[CH3:47] |f:1.2,3.4|. Procedure: In a mixture of 5 ml of acetic acid with 2 ml of water 60 mg of 3-amino-7-tert-butoxycarbonyl-2-[4-(4-quinolin-2-ylpiperazin-1-yl)butyl]-5,6,7,8-tetrahydro-3H-pyrido[4′3′:4,5]thieno[2,3-d]pyrimidin-4-one was dissolved, and into the solution, a solution of 10 mg of sodium nitrite in 2 ml of water was dropped under cooling with ice. After 30 minutes' stirring, the reaction mixture was neutralized with saturated aqueous sodium hydrogencarbonate solution, and the resulting precipitate was extracted ... The reactants are ( m ), ( m ), O[C@@](C(=O)OCC1=CC=CC=C1)(CC(=O)OC)CC=C(C)C ((R)-1-benzyl 4-methyl 2-hydroxy-2-(3-methylbut-2-enyl)succinate), C(C)(=O)OC(C)=O (acetic anhydride), N,N-dimethylaminopyridine, ( w ), ( m ), ( s ), ( w ), DMAP, C(C)(=O)OC(C)=O (acetic anhydride), CCOC(=O)C (EtOAc). Run in hexanes, N1=CC=CC=C1 (pyridine), O (H2O). Yields the product C(C)(=O)O[C@@](C(=O)OCC1=CC=CC=C1)(CC(=O)OC)CC=C(C)C ((R)-1-benzyl 4-methyl 2-acetoxy-2-(3-methylbut-2-enyl)succinate). As a reaction SMILES: [OH:1][C@:2]([CH2:18][CH:19]=[C:20]([CH3:22])[CH3:21])([CH2:13][C:14]([O:16][CH3:17])=[O:15])[C:3]([O:5][CH2:6][C:7]1[CH:12]=[CH:11][CH:10]=[CH:9][CH:8]=1)=[O:4].[C:23](OC(=O)C)(=[O:25])[CH3:24].CCOC(C)=O>N1C=CC=CC=1.O>[C:23]([O:1][C@:2]([CH2:18][CH:19]=[C:20]([CH3:22])[CH3:21])([CH2:13][C:14]([O:16][CH3:17])=[O:15])[C:3]([O:5][CH2:6][C:7]1[CH:8]=[CH:9][CH:10]=[CH:11][CH:12]=1)=[O:4])(=[O:25])[CH3:24]. Procedure details: To a solution of tertiary alcohol 77 (33.0 mg, 0.109 mmol, 1.00 equiv) in dry pyridine (500 μL) at 0° C. was added acetic anhydride (114 μL, 1.09 mmol, 10.0 equiv) and N,N-dimethylaminopyridine (DMAP) (3.0 mg, 0.0246 mmol, 0.23 equiv). The solution was then stirred at 23° C. for 17 h at which time further DMAP (13.0 mg, 1.09 mmol, 1.00 equiv) and acetic anhydride (22 μL, 0.21 mmol, 1.9 equiv) were added. After 1 h the solution was diluted with H2O (10 mL) and extracted with CH2Cl2 (3×10 mL). The... Reactants: O=C([O-])[O-], CI, CN(C)C=O, Cl, [K+], [K+], COC(=O)c1cc(O)no1. The product is COC(=O)c1cc(OC)no1. Reaction SMILES: [C:13](=[O:14])([O-:15])[O-:16].[CH3:11][I:12].[CH3:20][N:21]([CH3:22])[CH:23]=[O:24].[ClH:19].[K+:17].[K+:18].[OH:1][c:2]1[n:3][o:4][c:5]([C:7](=[O:8])[O:9][CH3:10])[cH:6]1>>[O:1]([c:2]1[n:3][o:4][c:5]([C:7](=[O:8])[O:9][CH3:10])[cH:6]1)[CH3:13]. Starting materials: CCC(CC)(c1ccc(C=CC(O)(C(F)(F)F)C(F)(F)F)c(C)c1)c1ccc(B2OC(C)(C)C(C)(C)O2)c(C)c1, CCOC(=O)Cc1csc(Br)n1, [K+], [K+], [K+], O, O=P([O-])([O-])[O-], c1ccc(P(c2ccccc2)(c2ccccc2)[Pd](P(c2ccccc2)(c2ccccc2)c2ccccc2)(P(c2ccccc2)(c2ccccc2)c2ccccc2)P(c2ccccc2)(c2ccccc2)c2ccccc2)cc1. Product: CCOC(=O)Cc1csc(-c2ccc(C(CC)(CC)c3ccc(C=CC(O)(C(F)(F)F)C(F)(F)F)c(C)c3)cc2C)n1. As a reaction SMILES: [CH2:1]([CH3:2])[C:3]([CH2:4][CH3:5])([c:6]1[cH:7][c:8]([CH3:21])[c:9]([B:12]2[O:13][C:14]([CH3:15])([CH3:16])[C:17]([CH3:18])([CH3:19])[O:20]2)[cH:10][cH:11]1)[c:22]1[cH:23][c:24]([CH3:40])[c:25]([CH:28]=[CH:29][C:30]([C:31]([F:32])([F:33])[F:34])([OH:35])[C:36]([F:37])([F:38])[F:39])[cH:26][cH:27]1.[CH2:41]([CH3:42])[O:43][C:44]([CH2:45][c:46]1[n:47][c:48]([Br:51])[s:49][cH:50]1)=[O:52].[K+:58].[K+:59].[K+:60].[OH2:138].[P:53]([O-:54])([O-:55])([O-:56])=[O:57].[cH:61]1[cH:62][cH:63][c:64]([P:65]([Pd:66]([P:67]([c:68]2[cH:69][cH:70][cH:71][cH:72][cH:73]2)([c:74]2[cH:75][cH:76][cH:77][cH:78][cH:79]2)[c:80]2[cH:81][cH:82][cH:83][cH:84][cH:85]2)([P:86]([c:87]2[cH:88][cH:89][cH:90][cH:91][cH:92]2)([c:93]2[cH:94][cH:95][cH:96][cH:97][cH:98]2)[c:99]2[cH:100][cH:101][cH:102][cH:103][cH:104]2)[P:105]([c:106]2[cH:107][cH:108][cH:109][cH:110][cH:111]2)([c:112]2[cH:113][cH:114][cH:115][cH:116][cH:117]2)[c:118]2[cH:119][cH:120][cH:121][cH:122][cH:123]2)([c:124]2[cH:125][cH:126][cH:127][cH:128][cH:129]2)[c:130]2[cH:131][cH:132][cH:133][cH:134][cH:135]2)[cH:136][cH:137]1>>[CH2:1]([CH3:2])[C:3]([CH2:4][CH3:5])([c:6]1[cH:7][c:8]([CH3:21])[c:9](-[c:48]2[n:47][c:46]([CH2:45][C:44]([O:43][CH2:41][CH3:42])=[O:52])[cH:50][s:49]2)[cH:10][cH:11]1)[c:22]1[cH:23][c:24]([CH3:40])[c:25]([CH:28]=[CH:29][C:30]([C:31]([F:32])([F:33])[F:34])([OH:35])[C:36]([F:37])([F:38])[F:39])[cH:26][cH:27]1. The reactants are CC#CC(=O)OCC, CCCCP(CCCC)CCCC, OCC1COc2ccccc2O1, C1CCOC1. Yields the product CCOC(=O)C=C(C)OCC1COc2ccccc2O1. RXN SMILES: [CH2:13]([CH3:14])[O:15][C:16]([C:17]#[C:18][CH3:19])=[O:20].[CH2:21]([P:22]([CH2:23][CH2:24][CH2:25][CH3:26])[CH2:27][CH2:28][CH2:29][CH3:30])[CH2:31][CH2:32][CH3:33].[O:1]1[CH:2]([CH2:11][OH:12])[CH2:3][O:4][c:5]2[c:6]1[cH:7][cH:8][cH:9][cH:10]2.[O:34]1[CH2:35][CH2:36][CH2:37][CH2:38]1>>[O:1]1[CH:2]([CH2:11][O:12][C:18](=[CH:17][C:16]([O:15][CH2:13][CH3:14])=[O:20])[CH3:19])[CH2:3][O:4][c:5]2[c:6]1[cH:7][cH:8][cH:9][cH:10]2.